This data is from the Open Reaction Database (ORD), a public repository of structured organic reaction records. The task is: describe an organic reaction: reactants, conditions, products, and yield Starting materials: COC(=O)C1CC(O)CN1C(=O)OC(C)(C)C, CC(C)=O, CC(C)O, O=[Cr](=O)=O, O, O=S(=O)(O)O. Product: COC(=O)C1CC(=O)CN1C(=O)OC(C)(C)C. RXN SMILES: [C:1]([CH3:2])([CH3:3])([CH3:4])[O:5][C:6](=[O:7])[N:8]1[CH:9]([C:14](=[O:15])[O:16][CH3:17])[CH2:10][CH:11]([OH:13])[CH2:12]1.[CH3:18][C:19](=[O:20])[CH3:21].[CH:32]([OH:33])([CH3:34])[CH3:35].[O:22]=[Cr:23](=[O:24])=[O:25].[OH2:26].[S:27](=[O:28])(=[O:29])([OH:30])[OH:31]>>[C:1]([CH3:2])([CH3:3])([CH3:4])[O:5][C:6](=[O:7])[N:8]1[CH:9]([C:14](=[O:15])[O:16][CH3:17])[CH2:10][C:11](=[O:13])[CH2:12]1. Starting materials: FC1=C(C=CC(=C1)B1OC(C(O1)(C)C)(C)C)C=1N=CC(=NC1)N (5-(2-fluoro-4-(4,4,5,5-tetramethyl-1,3,2-dioxaborolan-2-yl)phenyl)-pyrazin-2-amine), BrC1=C(C(=O)N(CC)CC)C=CC=C1 (2-bromo-N,N-diethylbenzamide). The product is NC=1N=CC(=NC1)C1=C(C=C(C=C1)C=1C(=CC=CC1)C(=O)N(CC)CC)F (4′-(5-Aminopyrazin-2-yl)-N,N-diethyl-3′-fluorobiphenyl-2-carboxamide). Reaction SMILES: [F:1][C:2]1[CH:7]=[C:6](B2OC(C)(C)C(C)(C)O2)[CH:5]=[CH:4][C:3]=1[C:17]1[N:18]=[CH:19][C:20]([NH2:23])=[N:21][CH:22]=1.Br[C:25]1[CH:37]=[CH:36][CH:35]=[CH:34][C:26]=1[C:27]([N:29]([CH2:32][CH3:33])[CH2:30][CH3:31])=[O:28]>>[NH2:23][C:20]1[N:21]=[CH:22][C:17]([C:3]2[CH:4]=[CH:5][C:6]([C:25]3[C:26]([C:27]([N:29]([CH2:32][CH3:33])[CH2:30][CH3:31])=[O:28])=[CH:34][CH:35]=[CH:36][CH:37]=3)=[CH:7][C:2]=2[F:1])=[N:18][CH:19]=1. Procedure: The title compound was prepared using methods analogous to those described in Example 369 using 5-(2-fluoro-4-(4,4,5,5-tetramethyl-1,3,2-dioxaborolan-2-yl)phenyl)-pyrazin-2-amine and 2-bromo-N,N-diethylbenzamide. MS (ESI): mass calcd. for C21H21FN4O, 364.17; m/z found, 365.2 [M+H]+. 1H NMR (400 MHz, CDCl3) δ 8.59-8.54 (m, 1H), 8.11 (d, J=1.5, 1H), 8.00-7.90 (m, 1H), 7.50-7.36 (m, 5H), 7.36-7.29 (m, 1H), 4.69 (s, 2H), 3.87-3.69 (m, 1H), 3.17-2.92 (m, 2H), 2.85-2.66 (m, 1H), 0.99 (t, J=7.1, 3H), 0... The reactants are [Cl-].[NH4+] (Ammonium chloride), FC=1C(=NC(=NC1)C1=CN(C2=NC=C(C=C21)F)S(=O)(=O)C2=CC=C(C=C2)C)NC(CC(=O)OC)C(C)(C)C (racemic methyl 3-[[5-fluoro-2-[5-fluoro-1-(p-tolylsulfonyl)pyrrolo[2,3-b]pyridin-3-yl]pyrimidin-4-yl]amino]-4,4-dimethyl-pentanoate), C[Al](C)C (AlMe3), solution. The solvent is C1(=CC=CC=C1)C (toluene), C1(=CC=CC=C1)C (toluene), C1(=CC=CC=C1)C (toluene). Run at time 30 minute. Product: FC=1C(=NC(=NC1)C1=CN(C2=NC=C(C=C21)F)S(=O)(=O)C2=CC=C(C)C=C2)NC(CC#N)C(C)(C)C ((+/−)-3-((5-fluoro-2-(5-fluoro-1-tosyl-1H-pyrrolo[2,3-b]pyridin-3-yl)pyrimidin-4-yl)amino)-4,4-dimethylpentanenitrile). Reaction SMILES: [Cl-].[NH4+:2].C[Al](C)C.[F:7][C:8]1[C:9]([NH:34][CH:35]([C:41]([CH3:44])([CH3:43])[CH3:42])[CH2:36][C:37](OC)=O)=[N:10][C:11]([C:14]2[C:22]3[C:17](=[N:18][CH:19]=[C:20]([F:23])[CH:21]=3)[N:16]([S:24]([C:27]3[CH:32]=[CH:31][C:30]([CH3:33])=[CH:29][CH:28]=3)(=[O:26])=[O:25])[CH:15]=2)=[N:12][CH:13]=1>C1(C)C=CC=CC=1>[F:7][C:8]1[C:9]([NH:34][CH:35]([C:41]([CH3:44])([CH3:43])[CH3:42])[CH2:36][C:37]#[N:2])=[N:10][C:11]([C:14]2[C:22]3[C:17](=[N:18][CH:19]=[C:20]([F:23])[CH:21]=3)[N:16]([S:24]([C:27]3[CH:32]=[CH:31][C:30]([CH3:33])=[CH:29][CH:28]=3)(=[O:26])=[O:25])[CH:15]=2)=[N:12][CH:13]=1 |f:0.1|. Procedure details: Ammonium chloride (0.12 g, 2.30 mmol) was suspended in toluene (4.5 mL). The mixture was cooled in an ice bath and AlMe3 (1.15 mL of a 2 M solution in toluene, 2.30 mmol) was added dropwise. The mixture was stirred 30 minutes and another 30 min at room temperature. A solution of racemic methyl 3-[[5-fluoro-2-[5-fluoro-1-(p-tolylsulfonyl)pyrrolo[2,3-b]pyridin-3-yl]pyrimidin-4-yl]amino]-4,4-dimethyl-pentanoate (0.25 g, 0.46 mmol) in 4.5 mL toluene was added and the resulting mixture was stirred 60... Starting materials: Cc1nn(C)cc1C(=O)O, CN1CCCC1=O, CN(C)C=O, O=C(Cl)C(=O)Cl, ClCCl, Nc1cccc(Oc2ccc3nc(NC(=O)C4CC4)cn3n2)c1, [Na+], [OH-]. Product: Cc1nn(C)cc1C(=O)Nc1cccc(Oc2ccc3nc(NC(=O)C4CC4)cn3n2)c1. Reaction SMILES: [CH3:1][n:2]1[n:3][c:4]([CH3:10])[c:5]([C:7](=[O:8])[OH:9])[cH:6]1.[CH3:45][N:46]1[CH2:47][CH2:48][CH2:49][C:50]1=[O:51].[CH3:52][N:53]([CH3:54])[CH:55]=[O:56].[Cl:11][C:12]([C:13]([Cl:14])=[O:15])=[O:16].[Cl:42][CH2:43][Cl:44].[NH2:17][c:18]1[cH:19][c:20]([O:21][c:22]2[cH:23][cH:24][c:25]3[n:26]([n:27]2)[cH:28][c:29]([NH:31][C:32](=[O:33])[CH:34]2[CH2:35][CH2:36]2)[n:30]3)[cH:37][cH:38][cH:39]1.[Na+:41].[OH-:40]>>[CH3:1][n:2]1[n:3][c:4]([CH3:10])[c:5]([C:7](=[O:8])[NH:17][c:18]2[cH:19][c:20]([O:21][c:22]3[cH:23][cH:24][c:25]4[n:26]([n:27]3)[cH:28][c:29]([NH:31][C:32](=[O:33])[CH:34]3[CH2:35][CH2:36]3)[n:30]4)[cH:37][cH:38][cH:39]2)[cH:6]1. The reactants are diisobutylaluminum hydride (DIBAL)-toluene, COC1=C(C=NO)C=CC(=C1)OCC(COCCCCCCCCCCCCCCCCCC)(COCCCCCCCCCCCCCCCCCC)COCCCCCCCCCCCCCCCCCC (2-Methoxy-4-[2′,2′,2′-tris(octadecyloxymethyl)ethoxy]benzaldoxime), Cl (Hydrochloric acid). Run in C1CCOC1 (THF). Reaction conditions: time 2.5 hour. Yields the product COC1=C(CN)C=CC(=C1)OCC(COCCCCCCCCCCCCCCCCCC)(COCCCCCCCCCCCCCCCCCC)COCCCCCCCCCCCCCCCCCC (2-methoxy-4-[2′,2′,2′-tris(octadecyloxymethyl)ethoxy]benzylamine). Isolated yield 107.9%. RXN SMILES: [CH3:1][O:2][C:3]1[CH:11]=[C:10]([O:12][CH2:13][C:14]([CH2:55][O:56][CH2:57][CH2:58][CH2:59][CH2:60][CH2:61][CH2:62][CH2:63][CH2:64][CH2:65][CH2:66][CH2:67][CH2:68][CH2:69][CH2:70][CH2:71][CH2:72][CH2:73][CH3:74])([CH2:35][O:36][CH2:37][CH2:38][CH2:39][CH2:40][CH2:41][CH2:42][CH2:43][CH2:44][CH2:45][CH2:46][CH2:47][CH2:48][CH2:49][CH2:50][CH2:51][CH2:52][CH2:53][CH3:54])[CH2:15][O:16][CH2:17][CH2:18][CH2:19][CH2:20][CH2:21][CH2:22][CH2:23][CH2:24][CH2:25][CH2:26][CH2:27][CH2:28][CH2:29][CH2:30][CH2:31][CH2:32][CH2:33][CH3:34])[CH:9]=[CH:8][C:4]=1[CH:5]=[N:6]O.Cl>C1COCC1>[CH3:1][O:2][C:3]1[CH:11]=[C:10]([O:12][CH2:13][C:14]([CH2:55][O:56][CH2:57][CH2:58][CH2:59][CH2:60][CH2:61][CH2:62][CH2:63][CH2:64][CH2:65][CH2:66][CH2:67][CH2:68][CH2:69][CH2:70][CH2:71][CH2:72][CH2:73][CH3:74])([CH2:35][O:36][CH2:37][CH2:38][CH2:39][CH2:40][CH2:41][CH2:42][CH2:43][CH2:44][CH2:45][CH2:46][CH2:47][CH2:48][CH2:49][CH2:50][CH2:51][CH2:52][CH2:53][CH3:54])[CH2:15][O:16][CH2:17][CH2:18][CH2:19][CH2:20][CH2:21][CH2:22][CH2:23][CH2:24][CH2:25][CH2:26][CH2:27][CH2:28][CH2:29][CH2:30][CH2:31][CH2:32][CH2:33][CH3:34])[CH:9]=[CH:8][C:4]=1[CH2:5][NH2:6]. Reported procedure: 2-Methoxy-4-[2′,2′,2′-tris(octadecyloxymethyl)ethoxy]benzaldoxime (40 mg, 0.038 mmol) was dissolved in THF (1 ml), diisobutylaluminum hydride (DIBAL)-toluene solution (127 μl, 0.13 mmol) was added dropwise, and the mixture was stirred for 2.5 hr. 1N Hydrochloric acid (2 ml) was added dropwise to the reaction mixture to quench the reaction, and the mixture was extracted with chloroform (2 ml) and washed with 10% aqueous sodium carbonate solution (1 ml). The solvent was evaporated, and acetonitril... Reactants: CN1CCC(C2CCN(C(=O)C(N)Cc3cn(C)cn3)CC2)CC1, Cl, Cl, Cl, O=C(O)c1ccc2cc[nH]c2c1. Product: CN1CCC(C2CCN(C(=O)C(Cc3cn(C)cn3)NC(=O)c3ccc4cc[nH]c4c3)CC2)CC1. RXN SMILES: [CH3:4][n:5]1[cH:6][c:7]([CH2:8][CH:9]([NH2:10])[C:11](=[O:12])[N:13]2[CH2:14][CH2:15][CH:16]([CH:19]3[CH2:20][CH2:21][N:22]([CH3:25])[CH2:23][CH2:24]3)[CH2:17][CH2:18]2)[n:26][cH:27]1.[ClH:1].[ClH:2].[ClH:3].[nH:28]1[cH:29][cH:30][c:31]2[cH:32][cH:33][c:34]([C:37](=[O:38])[OH:39])[cH:35][c:36]12>>[CH3:4][n:5]1[cH:6][c:7]([CH2:8][CH:9]([NH:10][C:37]([c:34]2[cH:33][cH:32][c:31]3[cH:30][cH:29][nH:28][c:36]3[cH:35]2)=[O:38])[C:11](=[O:12])[N:13]2[CH2:14][CH2:15][CH:16]([CH:19]3[CH2:20][CH2:21][N:22]([CH3:25])[CH2:23][CH2:24]3)[CH2:17][CH2:18]2)[n:26][cH:27]1. The reactants are COC(\C=C\C=1C=CC=C2C(=CNC12)C)=O ((E)-3-(3-methyl-1H-indol-7-yl)-acrylic acid methyl ester), Cl (HCl). Run in C1CCOC1 (THF), CO (methanol), [OH-].[Na+] (NaOH). Product: CC1=CNC2=C(C=CC=C12)/C=C/C(=O)O ((E)-3-(3-Methyl-1H-indol-7-yl)-acrylic acid). RXN SMILES: C[O:2][C:3](=[O:16])/[CH:4]=[CH:5]/[C:6]1[CH:7]=[CH:8][CH:9]=[C:10]2[C:14]=1[NH:13][CH:12]=[C:11]2[CH3:15].Cl>C1COCC1.CO.[OH-].[Na+]>[CH3:15][C:11]1[C:10]2[C:14](=[C:6](/[CH:5]=[CH:4]/[C:3]([OH:16])=[O:2])[CH:7]=[CH:8][CH:9]=2)[NH:13][CH:12]=1 |f:4.5|. Procedure: (I-7). To a solution of (E)-3-(3-methyl-1H-indol-7-yl)-acrylic acid methyl ester (2, 180 mg, 0.84 mmol) in THF (5 ml) and methanol (4 ml), NaOH aq. (4 ml) was added at rt. The reaction mixture was stirred at rt over night and then the pH was adjusted to acidic by adding aqueous 2N HCl. The reaction mixture was extracted with EtOAc (2×30 ml). The combined organic phases were washed with water, brine and dried over sodium sulfate. After removal of solvent, 170 mg of I-7 was obtained. 1H-NMR (500 M...